Dataset: the Open Reaction Database (ORD), a public repository of structured organic reaction records. Task: describe an organic reaction: reactants, conditions, products, and yield Starting materials: C(=NC1CCCCC1)=NC1CCCCC1, CN(C)c1ccncc1, ClCCl, CCC(C)(C)C(=O)C(=O)N1CCCCC1C(=O)O, CC(C)(C)OC(=O)COc1cccc(C(O)CCc2ccccc2)c1. The product is CCC(C)(C)C(=O)C(=O)N1CCCCC1C(=O)OC(CCc1ccccc1)c1cccc(OCC(=O)OC(C)(C)C)c1. As a reaction SMILES: [CH2:44]1[CH2:45][CH2:46][CH:47]([N:48]=[C:49]=[N:50][CH:51]2[CH2:52][CH2:53][CH2:54][CH2:55][CH2:56]2)[CH2:57][CH2:58]1.[CH3:62][N:63]([CH3:64])[c:65]1[cH:66][cH:67][n:68][cH:69][cH:70]1.[Cl:59][CH2:60][Cl:61].[O:26]=[C:27]([C:28]([C:29]([CH2:30][CH3:31])([CH3:32])[CH3:33])=[O:34])[N:35]1[CH:36]([C:41](=[O:42])[OH:43])[CH2:37][CH2:38][CH2:39][CH2:40]1.[c:1]1([CH2:7][CH2:8][CH:9]([OH:10])[c:11]2[cH:12][c:13]([O:17][CH2:18][C:19](=[O:20])[O:21][C:22]([CH3:23])([CH3:24])[CH3:25])[cH:14][cH:15][cH:16]2)[cH:2][cH:3][cH:4][cH:5][cH:6]1>>[c:1]1([CH2:7][CH2:8][CH:9]([O:10][C:41]([CH:36]2[N:35]([C:27](=[O:26])[C:28]([C:29]([CH2:30][CH3:31])([CH3:32])[CH3:33])=[O:34])[CH2:40][CH2:39][CH2:38][CH2:37]2)=[O:42])[c:11]2[cH:12][c:13]([O:17][CH2:18][C:19](=[O:20])[O:21][C:22]([CH3:23])([CH3:24])[CH3:25])[cH:14][cH:15][cH:16]2)[cH:2][cH:3][cH:4][cH:5][cH:6]1.